This data is from the Open Reaction Database (ORD), a public repository of structured organic reaction records. The task is: describe an organic reaction: reactants, conditions, products, and yield Reactants: O=C1CCC(=O)N1Br, O=C(OOC(=O)c1ccccc1)c1ccccc1, ClC(Cl)(Cl)Cl, COc1cnc2cccnc2c1C. The product is COc1cnc2cccnc2c1CBr. Reaction SMILES: [Br:14][N:15]1[C:16](=[O:17])[CH2:18][CH2:19][C:20]1=[O:21].[C:22]([O:23][O:24][C:25](=[O:26])[c:27]1[cH:28][cH:29][cH:30][cH:31][cH:32]1)(=[O:33])[c:34]1[cH:35][cH:36][cH:37][cH:38][cH:39]1.[C:40]([Cl:41])([Cl:42])([Cl:43])[Cl:44].[CH3:1][O:2][c:3]1[cH:4][n:5][c:6]2[cH:7][cH:8][cH:9][n:10][c:11]2[c:12]1[CH3:13]>>[CH3:1][O:2][c:3]1[cH:4][n:5][c:6]2[cH:7][cH:8][cH:9][n:10][c:11]2[c:12]1[CH2:13][Br:14]. Starting materials: N1C=NC(=C1)CCO (2-(1H-imidazol-4-yl)ethanol), N1C=NC=C1 (imidazole), CC(C)(C)[Si](C1=CC=CC=C1)(C2=CC=CC=C2)Cl (TBDPSCl). Run in CN(C)C=O (DMF). Reaction conditions: time 2 hour. Product: [Si](C1=CC=CC=C1)(C1=CC=CC=C1)(C(C)(C)C)OCCC=1N=CNC1 (4-(2-((tert-butyldiphenylsilyl)oxy)ethyl)-1H-imidazole). The yield is 41.1%. RXN SMILES: [NH:1]1[CH:5]=[C:4]([CH2:6][CH2:7][OH:8])[N:3]=[CH:2]1.N1C=CN=C1.[CH3:14][C:15]([Si:18](Cl)([C:25]1[CH:30]=[CH:29][CH:28]=[CH:27][CH:26]=1)[C:19]1[CH:24]=[CH:23][CH:22]=[CH:21][CH:20]=1)([CH3:17])[CH3:16]>CN(C=O)C>[Si:18]([O:8][CH2:7][CH2:6][C:4]1[N:3]=[CH:2][NH:1][CH:5]=1)([C:15]([CH3:17])([CH3:16])[CH3:14])([C:25]1[CH:26]=[CH:27][CH:28]=[CH:29][CH:30]=1)[C:19]1[CH:24]=[CH:23][CH:22]=[CH:21][CH:20]=1. Procedure details: A solution of 2-(1H-imidazol-4-yl)ethanol (1.24 g, 11.1 mmol) in DMF (10 mL) was treated with imidazole (1.51 g, 22.1 mmol) and TBDPSCl (3.12 mL, 12.2 mmol) and the mixture was stirred at RT for 2 h. The mixture was then poured onto H2O and extracted with AcOEt. The combined org. layers were dried over Na2SO4, filtered and concentrated in vacuo. Purification by flash chromatography (SiO2, AcOEt/heptane 0:100 to 100:0) gave the title compound (1.6 g). UPLC-MS: MS 351.2 (M+H+); UPLC rt 1.02 min. The reactants are O, CC1(COc2ccc([N+](=O)[O-])cc2)CC(O)c2ccccc2O1, Cc1ccc(S(=O)(=O)O)cc1, c1ccccc1. Yields the product CC1(COc2ccc([N+](=O)[O-])cc2)C=Cc2ccccc2O1. Reaction SMILES: [OH2:24].[OH:1][CH:2]1[CH2:3][C:4]([CH2:12][O:13][c:14]2[cH:15][cH:16][c:17]([N+:20](=[O:21])[O-:22])[cH:18][cH:19]2)([CH3:23])[O:5][c:6]2[cH:7][cH:8][cH:9][cH:10][c:11]21.[c:25]1([CH3:26])[cH:27][cH:28][c:29]([S:30]([OH:31])(=[O:32])=[O:33])[cH:34][cH:35]1.[cH:36]1[cH:37][cH:38][cH:39][cH:40][cH:41]1>>[CH:2]1=[CH:3][C:4]([CH2:12][O:13][c:14]2[cH:15][cH:16][c:17]([N+:20](=[O:21])[O-:22])[cH:18][cH:19]2)([CH3:23])[O:5][c:6]2[cH:7][cH:8][cH:9][cH:10][c:11]21. The reactants are O (water), ClC1=C(CNC=2N=CC3=C(N2)C=CN=C3Cl)C=CC=C1 ((2-Chloro-benzyl)-(5-chloro-pyrido[4,3-d]pyrimidin-2-yl)-amine), C(C)OC(=O)C1CCNCC1 (Piperidine-4-carboxylic acid ethyl ester), N (NH3), solid. Run in C1CCOC1 (THF). Conditions: temperature 100 celsius, time 15 hour. The product is C(C)OC(=O)C1CCN(CC1)C1=NC=CC=2N=C(N=CC21)NCC2=C(C=CC=C2)Cl (1-[2-(2-Chloro-benzylamino)-pyrido[4,3-d]pyrimidin-5-yl]-piperidine-4-carboxylic acid ethyl ester). RXN SMILES: [Cl:1][C:2]1[CH:20]=[CH:19][CH:18]=[CH:17][C:3]=1[CH2:4][NH:5][C:6]1[N:7]=[CH:8][C:9]2[C:15](Cl)=[N:14][CH:13]=[CH:12][C:10]=2[N:11]=1.[CH2:21]([O:23][C:24]([CH:26]1[CH2:31][CH2:30][NH:29][CH2:28][CH2:27]1)=[O:25])[CH3:22].N.O>C1COCC1>[CH2:21]([O:23][C:24]([CH:26]1[CH2:31][CH2:30][N:29]([C:15]2[C:9]3[CH:8]=[N:7][C:6]([NH:5][CH2:4][C:3]4[CH:17]=[CH:18][CH:19]=[CH:20][C:2]=4[Cl:1])=[N:11][C:10]=3[CH:12]=[CH:13][N:14]=2)[CH2:28][CH2:27]1)=[O:25])[CH3:22]. Procedure details: (2-Chloro-benzyl)-(5-chloro-pyrido[4,3-d]pyrimidin-2-yl)-amine 9 (500 mg, 1.64 mmol), Piperidine-4-carboxylic acid ethyl ester 12 (0.51 mL, 3.28 mmol) and NH3 (25% solution in water, 0.22 mL, 3.28 mmol) were dissolved in THF (5 mL) and stirred at 100° C. in a high pressure flask for 15 hours. To the mixture water (5 mL) was added and the precipitate formed was filtered off and dried in vacuo. The obtained colorless solid (583 mg, 1.37 mmol, 84%) was used without further purification. Starting materials: C(C)(=O)C1=C(C(=C(OCCCOC2=C(C=C(C(=O)OCC)C=C2)Br)C=C1)CCC)O (ethyl 4-[3-(4-acetyl-3-hydroxy-2-n-propylphenoxy)propoxy]-3-bromobenzoate), [OH-].[Na+] (sodium hydroxide). Solvent: C(C)O (ethanol). The product is C(C)(=O)C1=C(C(=C(OCCCOC2=C(C=C(C(=O)O)C=C2)Br)C=C1)CCC)O (4-[3-(4-acetyl-3-hydroxy-2-n-propylphenoxy)propoxy]-3-bromobenzoic acid). Yield: 75.1%. RXN SMILES: [C:1]([C:4]1[CH:26]=[CH:25][C:7]([O:8][CH2:9][CH2:10][CH2:11][O:12][C:13]2[CH:23]=[CH:22][C:16]([C:17]([O:19]CC)=[O:18])=[CH:15][C:14]=2[Br:24])=[C:6]([CH2:27][CH2:28][CH3:29])[C:5]=1[OH:30])(=[O:3])[CH3:2].[OH-].[Na+]>C(O)C>[C:1]([C:4]1[CH:26]=[CH:25][C:7]([O:8][CH2:9][CH2:10][CH2:11][O:12][C:13]2[CH:23]=[CH:22][C:16]([C:17]([OH:19])=[O:18])=[CH:15][C:14]=2[Br:24])=[C:6]([CH2:27][CH2:28][CH3:29])[C:5]=1[OH:30])(=[O:3])[CH3:2] |f:1.2|. Reported procedure: A mixture of ethyl 4-[3-(4-acetyl-3-hydroxy-2-n-propylphenoxy)propoxy]-3-bromobenzoate (1.50 g), ethanol (15 ml) and 1N sodium hydroxide (10 ml) was refluxed for 0.5 hour, then concentrated, acidified with concentrated hydrochloric acid, and extracted with ethyl acetate. The extract was washed with water and dried over sodium sulfate, the solvent was distilled off, and the residue was chromatographed on a column of silica gel (50 g), and eluted with a solution of chloroform-acetone-formic acid (...